This data is from the Open Reaction Database (ORD), a public repository of structured organic reaction records. The task is: describe an organic reaction: reactants, conditions, products, and yield Reactants: COC(=O)N[C@H](C(=O)N1[C@@H](CCC1)C(=O)NC(C(C)C)C(C(F)(F)F)O)C(C)C ((S)-1-[(S)-2-(methoxycarbonylamino)-3-methylbutyryl]-N-[2-methyl-1-(2,2,2-trifluoro-1-hydroxyethyl)propyl]-pyrrolidine-2-carboxamide), [Mn](=O)(=O)(=O)[O-].[K+] (potassium permanganate). Run in CO (methanol). Reaction conditions: temperature 10 celsius, time 1 hour. The product is COC(=O)N[C@H](C(=O)N1[C@@H](CCC1)C(=O)NC(C(C)C)C(C(F)(F)F)=O)C(C)C ((S)-1-[(S)-2-(methoxycarbonylamino)-3-methylbutyryl]-N-[2-methyl-1-(2,2,2-trifluoroacetyl)propyl]-pyrrolidine-2-carboxamide). Isolated yield 75.0%. Reaction SMILES: [CH3:1][O:2][C:3]([NH:5][C@@H:6]([CH:27]([CH3:29])[CH3:28])[C:7]([N:9]1[CH2:13][CH2:12][CH2:11][C@H:10]1[C:14]([NH:16][CH:17]([CH:21]([OH:26])[C:22]([F:25])([F:24])[F:23])[CH:18]([CH3:20])[CH3:19])=[O:15])=[O:8])=[O:4].[Mn]([O-])(=O)(=O)=O.[K+]>CO>[CH3:1][O:2][C:3]([NH:5][C@@H:6]([CH:27]([CH3:29])[CH3:28])[C:7]([N:9]1[CH2:13][CH2:12][CH2:11][C@H:10]1[C:14]([NH:16][CH:17]([C:21](=[O:26])[C:22]([F:25])([F:24])[F:23])[CH:18]([CH3:20])[CH3:19])=[O:15])=[O:8])=[O:4] |f:1.2|. Procedure: Using a similar oxidation procedure to that described in Example 2, but using (S)-1-[(S)-2-(methoxycarbonylamino)-3-methylbutyryl]-N-[2-methyl-1-(2,2,2-trifluoro-1-hydroxyethyl)propyl]-pyrrolidine-2-carboxamide and adding the potassium permanganate solution at 5-10° C. and then stirring at 10° C. for one hour prior to treatment with methanol, there was obtained (after vork-up by extration into tert-butyl methyl ether, followed by washing with brine and concentration in vacuo) (S)-1-[(S)-2-(metho... The reactants are 3,5-Trans-N-(2-fluorobenzyl)-1-(N-benzyloxycarbonylpiperidin-4-yl-methyl)-5-(3-tert-butoxycarbonylaminomethylphenyl)-7-chloro-2-oxo-1,2,3,5-tetrahydro-4,1-benzoxazepine-3-acetamide, NC1=C(C(C2=CC(=CC=C2)CNC(=O)OC(C)(C)C)O)C=C(C=C1)Cl (2-amino-5-chloro-α-(3-tert-butoxycarbonylaminomethylphenyl)benzyl alcohol), [BH4-].C(#N)[Na] (cyano sodium borohydride), C(C1=CC=CC=C1)OC(=O)N1CCC(CC1)C=O (N-benzyloxycarbonyl piperidine-4-carbaldehyde), C(C)(=O)O (acetic acid). Procedure details: 3,5-Trans-N-(2-fluorobenzyl)-1-(N-benzyloxycarbonylpiperidin-4-yl-methyl)-5-(3-tert-butoxycarbonylaminomethylphenyl)-7-chloro-2-oxo-1,2,3,5-tetrahydro-4,1-benzoxazepine-3-acetamide (1) In methanol (20 ml) were dissolved 2-amino-5-chloro-α-(3-tert-butoxycarbonylaminomethylphenyl)benzyl alcohol produced in Example 1-(2) (1.0 g) and N-benzyloxycarbonyl piperidine-4-carbaldehyde (0.82 g), followed by addition of acetic acid (0.2 g). To the mixture was added, while stirring at room temperature, cyano... As a reaction SMILES: [CH2:1]([O:8][C:9]([N:11]1[CH2:16][CH2:15][CH:14]([CH:17]=O)[CH2:13][CH2:12]1)=[O:10])[C:2]1[CH:7]=[CH:6][CH:5]=[CH:4][CH:3]=1.C(O)(=O)C.[BH4-].C([Na])#N.[NH2:27][C:28]1[CH:50]=[CH:49][C:48]([Cl:51])=[CH:47][C:29]=1[CH:30]([OH:46])[C:31]1[CH:36]=[CH:35][CH:34]=[C:33]([CH2:37][NH:38][C:39]([O:41][C:42]([CH3:45])([CH3:44])[CH3:43])=[O:40])[CH:32]=1>CO>[CH2:1]([O:8][C:9]([N:11]1[CH2:12][CH2:13][CH:14]([CH2:17][NH:27][C:28]2[CH:50]=[CH:49][C:48]([Cl:51])=[CH:47][C:29]=2[CH:30]([OH:46])[C:31]2[CH:36]=[CH:35][CH:34]=[C:33]([CH2:37][NH:38][C:39]([O:41][C:42]([CH3:44])([CH3:45])[CH3:43])=[O:40])[CH:32]=2)[CH2:15][CH2:16]1)=[O:10])[C:2]1[CH:3]=[CH:4][CH:5]=[CH:6][CH:7]=1 |f:2.3|. The solvent is CO (methanol). Yields the product C(C1=CC=CC=C1)OC(=O)N1CCC(CC1)CNC1=C(C(C2=CC(=CC=C2)CNC(=O)OC(C)(C)C)O)C=C(C=C1)Cl (2-(N-benzyloxycarbonylpiperidin-4-yl-methyl)amino-5-chloro-α-(3-tert-butoxycarbonylaminomethylphenyl)benzyl alcohol). The reactants are CN(C)C(=S)Cl, [K+], [Na+], C1CCOC1, [OH-], [OH-], O, O=C(c1ccc(O)cc1)c1ccc([N+](=O)[O-])cc1. RXN SMILES: [CH3:21][N:22]([C:23](=[S:24])[Cl:25])[CH3:26].[K+:2].[Na+:34].[O:28]1[CH2:29][CH2:30][CH2:31][CH2:32]1.[OH-:1].[OH-:33].[OH2:27].[OH:3][c:4]1[cH:5][cH:6][c:7]([C:10](=[O:11])[c:12]2[cH:13][cH:14][c:15]([N+:18](=[O:19])[O-:20])[cH:16][cH:17]2)[cH:8][cH:9]1>>[O:3]([c:4]1[cH:5][cH:6][c:7]([C:10](=[O:11])[c:12]2[cH:13][cH:14][c:15]([N+:18](=[O:19])[O-:20])[cH:16][cH:17]2)[cH:8][cH:9]1)[C:23]([N:22]([CH3:21])[CH3:26])=[S:24]. Yields the product CN(C)C(=S)Oc1ccc(C(=O)c2ccc([N+](=O)[O-])cc2)cc1. Reactants: CS(=O)(=O)O (Methanesulfonic acid), ice water, [OH-].[Na+] (sodium hydroxide), C(C)(C)(C)C1=C(C=CC2=C1CCO2)O (4-tert-butyl-5-hydroxy-2,3-dihydrobenzofuran), C(C)(C)(C)O (tert-butyl alcohol). The solvent is C(Cl)(Cl)Cl (chloroform). Reaction conditions: temperature 0 celsius, time 15 minute. The product is C(C)(C)(C)C1=C(C(=CC2=C1CCO2)C(C)(C)C)O (4,6-di-tert-butyl-5-hydroxy-2,3-dihydrobenzofuran). Yield: 5.6%. RXN SMILES: CS(O)(=O)=O.[C:6]([C:10]1[C:15]2[CH2:16][CH2:17][O:18][C:14]=2[CH:13]=[CH:12][C:11]=1[OH:19])([CH3:9])([CH3:8])[CH3:7].[C:20](O)([CH3:23])([CH3:22])[CH3:21].[OH-].[Na+]>C(Cl)(Cl)Cl>[C:6]([C:10]1[C:15]2[CH2:16][CH2:17][O:18][C:14]=2[CH:13]=[C:12]([C:20]([CH3:23])([CH3:22])[CH3:21])[C:11]=1[OH:19])([CH3:9])([CH3:7])[CH3:8] |f:3.4|. Procedure details: Methanesulfonic acid (10 ml) was added dropwise, under ice cooling, to a solution consisting of 4-tert-butyl-5-hydroxy-2,3-dihydrobenzofuran [J. Org. Chem., 53, 4135 (1988); 2.84 g, 15 mmol], tert-butyl alcohol (10 g, 120 mmol) and chloroform (20 ml). After stirring at 0° C. for 15 min, the mixture was poured into ice water. The mixture was neutralized with an aqueous solution of 1N sodium hydroxide and subjected to extraction with ethyl acetate. The extracted layer was washed with a saturated a... Starting materials: BrC=1C(=CC=C2C=NN(C12)C[C@@H](C)O)O (7-Bromo-1-[(R)-2-hydroxypropyl]-1H-indazol-6-ol), O (Water), N(=O)[O-].[Na+] (Sodium nitrite). Solvent: O1CCCC1 (tetrahydrofuran), C(C)(=O)O (acetic acid). Conditions: time 1 hour. Yields the product O[C@@H](CN1N=CC2=CC=C(C(=C12)[N+](=O)[O-])O)C (1-[(R)-2-Hydroxypropyl]-7-nitro-1H-indazol-6-ol). Yield: 50.3%. As a reaction SMILES: Br[C:2]1[C:3]([OH:15])=[CH:4][CH:5]=[C:6]2[C:10]=1[N:9]([CH2:11][C@H:12]([OH:14])[CH3:13])[N:8]=[CH:7]2.[N:16]([O-:18])=[O:17].[Na+].O>O1CCCC1.C(O)(=O)C>[OH:14][C@H:12]([CH3:13])[CH2:11][N:9]1[C:10]2[C:6](=[CH:5][CH:4]=[C:3]([OH:15])[C:2]=2[N+:16]([O-:18])=[O:17])[CH:7]=[N:8]1 |f:1.2|. Procedure details: A solution of the product from Step A (6.99 g, 24.8 mmol) in a mixture of tetrahydrofuran (20 mL) and acetic acid (20 mL) was cooled in an ice bath. Sodium nitrite (5.13 g, 74.4 mol) was added and the mixture was stirred for one hour, warmed to room temperature and stirring continued for one hour. Water (200 mL) was added to the reaction mixture, which was extracted with ethyl acetate (200 mL). The organic layer was washed with aqueous saturated sodium bicarbonate (100 mL, to pH 7), dried (magne... Reactants: O=CC1=CC(OC)=C(O)C=C1 (vanillin), S(=O)(=O)(OC)OC (dimethyl sulfate), C([O-])([O-])=O.[Na+].[Na+] (sodium carbonate). The solvent is O (water). Reaction conditions: temperature 80 celsius, time 0.5 hour. Product: C(C1=CC(OC)=C(OC)C=C1)=O (veratraldehyde). RXN SMILES: [O:1]=[CH:2][C:3]1[CH:11]=[CH:10][C:8]([OH:9])=[C:5]([O:6][CH3:7])[CH:4]=1.S(OC)(O[CH3:16])(=O)=O.C(=O)([O-])[O-].[Na+].[Na+]>O>[CH:2](=[O:1])[C:3]1[CH:11]=[CH:10][C:8]([O:9][CH3:16])=[C:5]([O:6][CH3:7])[CH:4]=1 |f:2.3.4|. Procedure: 100 g of vanillin (0.658 mol), 128 g of dimethyl sulfate (1.00 mol), and 96.0 g of sodium carbonate (0.91 mol) were heated with stirring to 80° C over b 0.5 hr. Stirring was continued at this temperature for 1.0 hr. over which time 60 ml of water were added in 5 ml portions. Work-up as in Example 1 gave a quantitative yield of veratraldehyde which contained not more than 0.1% vanillin, as determined by g.l.c. analysis.